This data is from the Open Reaction Database (ORD), a public repository of structured organic reaction records. The task is: describe an organic reaction: reactants, conditions, products, and yield Procedure: A mixture of 5,7-dimethyl-2-(methylsulfanyl)-[1,2,4]triazolo[1,5-a]pyrimidine (9.9 g, 51.0 mmol), sodium tungstate dihydrate (505 mg, 1.53 mmol), and glacial acetic acid (95 mL) was added to a 200 mL RBF with a magnetic stirring bar. The flask was cooled to =10° C. using ice and water bath. A solution of 35% hydrogen peroxide in water (13.1 mL, 153.1 mmol) was slowly added via syringe. The mixture was stirred at room temperature for 10 minutes, then at 60° C. for 60 minutes. Progress of the reac... The yield is 67.0%. Yields the product CS(=O)(=O)C1=NN2C(N=C(C=C2C)C)=N1 (2-Methanesulfonyl-5,7-dimethyl-[1,2,4]triazolo[1,5-a]pyrimidine). Starting materials: OO (hydrogen peroxide), O (water), O (water), CC1=NC=2N(C(=C1)C)N=C(N2)SC (5,7-dimethyl-2-(methylsulfanyl)-[1,2,4]triazolo[1,5-a]pyrimidine), S(=O)([O-])[O-].[Na+].[Na+] (sodium sulfite), peroxide. Run at temperature 10 celsius, time 10 minute. The solvent is C(C)(=O)O (acetic acid). The reagents and catalysts are O.O.[O-][W](=O)(=O)[O-].[Na+].[Na+] (sodium tungstate dihydrate). RXN SMILES: [CH3:1][C:2]1[CH:7]=[C:6]([CH3:8])[N:5]2[N:9]=[C:10]([S:12][CH3:13])[N:11]=[C:4]2[N:3]=1.OO.S([O-])([O-])=[O:17].[Na+].[Na+].[OH2:22]>O.O.[O-][W]([O-])(=O)=O.[Na+].[Na+].C(O)(=O)C>[CH3:13][S:12]([C:10]1[N:11]=[C:4]2[N:3]=[C:2]([CH3:1])[CH:7]=[C:6]([CH3:8])[N:5]2[N:9]=1)(=[O:17])=[O:22] |f:2.3.4,6.7.8.9.10|.